From a dataset of the Open Reaction Database (ORD), a public repository of structured organic reaction records. describe an organic reaction: reactants, conditions, products, and yield Reactants: BrC=1C(=NC(=NC1Cl)N1N=CC=C1)N (5-bromo-6-chloro-2-(1H-pyrazol-1-yl)pyrimidine-4-amine), FC(C[O-])(F)F.[Na+] (sodium 2,2,2-trifluoroethanolate). Run in FC(CO)(F)F (2,2,2-trifluoroethanol). Product: BrC=1C(=NC(=NC1OC)N1N=CC=C1)N (5-bromo-6-methoxy-2-(1H-pyrazol-1-yl)pyrimidin-4-amine). Reaction SMILES: [Br:1][C:2]1[C:3]([NH2:14])=[N:4][C:5]([N:9]2[CH:13]=[CH:12][CH:11]=[N:10]2)=[N:6][C:7]=1Cl.FC(F)(F)[CH2:17][O-:18].[Na+]>FC(F)(F)CO>[Br:1][C:2]1[C:3]([NH2:14])=[N:4][C:5]([N:9]2[CH:13]=[CH:12][CH:11]=[N:10]2)=[N:6][C:7]=1[O:18][CH3:17] |f:1.2|. Procedure: The following example was synthesized using the procedure described for Example 43 from Intermediate 5 using a solution of sodium 2,2,2-trifluoroethanolate in 2,2,2-trifluoroethanol: The reactants are OC1=CC=C2C(C(=COC2=C1)C1=CC=CC=C1)=O (7-hydroxy-isoflavone), [N+](=O)([O-])C1=CC=C(CI)C=C1 (p-nitrobenzyl iodide), C([O-])([O-])=O.[K+].[K+] (potassium carbonate). Run in CC(=O)C (acetone). The product is [N+](=O)([O-])C1=CC=C(COC2=CC=C3C(C(=COC3=C2)C2=CC=CC=C2)=O)C=C1 (7-p-nitrobenzyloxy-isoflavone). Reaction SMILES: [OH:1][C:2]1[CH:11]=[C:10]2[C:5]([C:6](=[O:18])[C:7]([C:12]3[CH:17]=[CH:16][CH:15]=[CH:14][CH:13]=3)=[CH:8][O:9]2)=[CH:4][CH:3]=1.[N+:19]([C:22]1[CH:29]=[CH:28][C:25]([CH2:26]I)=[CH:24][CH:23]=1)([O-:21])=[O:20].C(=O)([O-])[O-].[K+].[K+]>CC(C)=O>[N+:19]([C:22]1[CH:29]=[CH:28][C:25]([CH2:26][O:1][C:2]2[CH:11]=[C:10]3[C:5]([C:6](=[O:18])[C:7]([C:12]4[CH:17]=[CH:16][CH:15]=[CH:14][CH:13]=4)=[CH:8][O:9]3)=[CH:4][CH:3]=2)=[CH:24][CH:23]=1)([O-:21])=[O:20] |f:2.3.4|. Procedure details: 10.5 g of 7-hydroxy-isoflavone in 200 ml of anhydrous acetone are boiled for 2 hours with 11.8 g of p-nitrobenzyl iodide in the presence of 5.7 g of anydrous potassium carbonate under a reflux condenser. On distilling off about half of the volume of acetone, the residue is poured into 1000 ml of water. The precipitating crude product is subjected to suction and recrystallized from glacial acetic acid, affording light yellow plates of 7-p-nitrobenzyloxy-isoflavone, m.p. 225°-226°C. The reactants are Cl (HCl), O=C(OC(Cl)(Cl)Cl)Cl (diphosgene), C1(CCCCC1)C1=CC=C(C=C1)NCC1=CC=C(C(=O)O)C=C1 (4-[(4-cyclohexylphenylamino)methyl]benzoic acid), BrC=1C=C(N)C=CC1 (3-Bromoaniline). Solvent: C(C)(=O)OCC (ethyl acetate), C1(=CC=CC=C1)C (toluene), C(C)(=O)OCC (ethyl acetate), C(C)OCC (diethyl ether). Run at time 16 hour. Yields the product BrC=1C=C(C=CC1)NC(N(C1=CC=C(C=C1)C1CCCCC1)CC1=CC=C(C(=O)O)C=C1)=O (4-[3-(3-bromophenyl)-1-(4-cyclohexylphenyl)ureidomethyl]benzoic acid). Yield: 93.7%. As a reaction SMILES: [Br:1][C:2]1[CH:3]=[C:4]([CH:6]=[CH:7][CH:8]=1)[NH2:5].Cl.[O:10]=[C:11](Cl)OC(Cl)(Cl)Cl.[CH:18]1([C:24]2[CH:29]=[CH:28][C:27]([NH:30][CH2:31][C:32]3[CH:40]=[CH:39][C:35]([C:36]([OH:38])=[O:37])=[CH:34][CH:33]=3)=[CH:26][CH:25]=2)[CH2:23][CH2:22][CH2:21][CH2:20][CH2:19]1>C(OCC)C.C(OCC)(=O)C.C1(C)C=CC=CC=1>[Br:1][C:2]1[CH:3]=[C:4]([NH:5][C:11](=[O:10])[N:30]([CH2:31][C:32]2[CH:40]=[CH:39][C:35]([C:36]([OH:38])=[O:37])=[CH:34][CH:33]=2)[C:27]2[CH:28]=[CH:29][C:24]([CH:18]3[CH2:19][CH2:20][CH2:21][CH2:22][CH2:23]3)=[CH:25][CH:26]=2)[CH:6]=[CH:7][CH:8]=1. Procedure details: 3-Bromoaniline (1.4 g, 8.1 mmol) was dissolved in diethyl ether (50 mL) and 3.5 M dry HCl in ethyl acetate (2.3 mL) was added. The mixture was concentrated in vacuo. The residue was added toluene (100 mL) and concentrated in vacuo. The residue was added toluene (100 mL) and diphosgene (8.1 g, 41 mmol) and the resulting mixture was refluxed for 1.5 hour. After cooling, the mixture was concentrated in vacuo. The residue was dissolved in toluene (100 mL) and concentrated in vacuo. The residue was d... The reactants are CCO, CC(=O)Oc1ccc([N+](=O)[O-])nc1C, [H][H]. Yields the product CC(=O)Oc1ccc(N)nc1C. RXN SMILES: [CH3:17][CH2:18][OH:19].[CH3:1][c:2]1[n:3][c:4]([N+:12]([O-:13])=[O:14])[cH:5][cH:6][c:7]1[O:8][C:9]([CH3:10])=[O:11].[H:15][H:16]>>[CH3:1][c:2]1[n:3][c:4]([NH2:12])[cH:5][cH:6][c:7]1[O:8][C:9]([CH3:10])=[O:11]. Starting materials: C(C)(C)(C)C1=CC=C(C=C1)S(=O)(=O)N(C)C(C)C1=NC2=CC=CC=C2C(N1C1=CC=C(C=C1)OC)=O (4-tert-butyl-N-{1-[3-(4-methoxyphenyl)-4-oxo-3,4-dihydroquinazolin-2-yl]ethyl}-N-methylbenzenesulfonamide), B(Br)(Br)Br (boron tribromide). As a reaction SMILES: [C:1]([C:5]1[CH:10]=[CH:9][C:8]([S:11]([N:14]([CH:16]([C:18]2[N:27]([C:28]3[CH:33]=[CH:32][C:31]([O:34]C)=[CH:30][CH:29]=3)[C:26](=[O:36])[C:25]3[C:20](=[CH:21][CH:22]=[CH:23][CH:24]=3)[N:19]=2)[CH3:17])[CH3:15])(=[O:13])=[O:12])=[CH:7][CH:6]=1)([CH3:4])([CH3:3])[CH3:2].B(Br)(Br)Br>C(Cl)Cl>[C:1]([C:5]1[CH:10]=[CH:9][C:8]([S:11]([N:14]([CH:16]([C:18]2[N:27]([C:28]3[CH:33]=[CH:32][C:31]([OH:34])=[CH:30][CH:29]=3)[C:26](=[O:36])[C:25]3[C:20](=[CH:21][CH:22]=[CH:23][CH:24]=3)[N:19]=2)[CH3:17])[CH3:15])(=[O:12])=[O:13])=[CH:7][CH:6]=1)([CH3:2])([CH3:3])[CH3:4]. Procedure: To a suspension of the 4-tert-butyl-N-{1-[3-(4-methoxyphenyl)-4-oxo-3,4-dihydroquinazolin-2-yl]ethyl}-N-methylbenzenesulfonamide (0.5 g, 1.07 mmol) stirring in 15 mL DCM was added boron tribromide (5 mL, 5 mmol 1M in DCM). The reaction was allowed to stir at room temperature for 15 min after which TLC analysis indicated that starting material was completely consumed. The reaction was quenched with 20 mL brine and the resulting mixture was transferred to a separatory funnel. The layers were separ... Run in C(Cl)Cl (DCM). Run at time 15 minute. Isolated yield 139.7%. The product is C(C)(C)(C)C1=CC=C(C=C1)S(=O)(=O)N(C)C(C)C1=NC2=CC=CC=C2C(N1C1=CC=C(C=C1)O)=O (4-tert-butyl-N-{1-[3-(4-hydroxyphenyl)-4-oxo-3,4-dihydroquinazolin-2-yl]ethyl}-N-methylbenzenesulfonamide). Reactants: COC(=O)C(C)(C)C(CCCCc1ccccc1)OS(C)(=O)=O, COc1ccc(S)cc1OC, CO, [Na]. Yields the product COC(=O)C(C)(C)C(CCCCc1ccccc1)Sc1ccc(OC)c(OC)c1. As a reaction SMILES: [CH3:13][S:14]([O:15][CH:18]([C:19]([C:20](=[O:21])[O:22][CH3:23])([CH3:24])[CH3:25])[CH2:26][CH2:27][CH2:28][CH2:29][c:30]1[cH:31][cH:32][cH:33][cH:34][cH:35]1)(=[O:16])=[O:17].[CH3:2][O:3][c:4]1[cH:5][c:6]([SH:12])[cH:7][cH:8][c:9]1[O:10][CH3:11].[CH3:36][OH:37].[Na:1]>>[CH3:2][O:3][c:4]1[cH:5][c:6]([S:12][CH:18]([C:19]([C:20](=[O:21])[O:22][CH3:23])([CH3:24])[CH3:25])[CH2:26][CH2:27][CH2:28][CH2:29][c:30]2[cH:31][cH:32][cH:33][cH:34][cH:35]2)[cH:7][cH:8][c:9]1[O:10][CH3:11]. Reactants: O[C@H]1[C@@H](O[C@@H](OC1)C)CO ((2R,4S,5R)-5-hydroxy-4-hydroxymethyl-2-methyl-1,3-dioxane), C(C)(C)(C)[Si](Cl)(C)C (t-butyldimethylchlorosilane), N1C=NC=C1 (imidazol). Solvent: CN(C=O)C (N,N-dimethylformamide), C(C)(=O)OCC (ethyl acetate). Reaction conditions: time 2 hour. Product: O([Si](C)(C)C(C)(C)C)C[C@@H]1O[C@@H](OC[C@H]1O)C ((2R,4S,5R)-4-t-butyldimethylsiloxymethyl-5-hydroxy-2-methyl-1,3-dioxane). Yield: 105.1%. RXN SMILES: [OH:1][C@@H:2]1[CH2:7][O:6][C@@H:5]([CH3:8])[O:4][C@H:3]1[CH2:9][OH:10].[C:11]([Si:15]([CH3:18])([CH3:17])Cl)([CH3:14])([CH3:13])[CH3:12].N1C=CN=C1>CN(C)C=O.C(OCC)(=O)C>[O:10]([CH2:9][C@H:3]1[C@H:2]([OH:1])[CH2:7][O:6][C@@H:5]([CH3:8])[O:4]1)[Si:15]([C:11]([CH3:14])([CH3:13])[CH3:12])([CH3:18])[CH3:17]. Procedure: A mixture of (2R,4S,5R)-5-hydroxy-4-hydroxymethyl-2-methyl-1,3-dioxane (13.0 g), t-butyldimethylchlorosilane (14.5 g) and imidazol (13.1 g) in N,N-dimethylformamide (130 ml) was stirred at room temperature for 2 hours and the mixture was diluted with ethyl acetate (500 ml). The solution was washed successively with water, diluted hydrochloric acid, saturated aqueous sodium hydrogen carbonate and brine and dried over magnesium sulfate. The solvent was evaporated in vacuo to give (2R,4S,5R)-4-t-bu... Starting materials: C1=C2C(N3C(=NC2=CC=C1)NC1=C3C=CC=C1)=O (benzimidazo[2,1-b]quinazolin-12(6H)one), C(C)(C)Br (isopropyl bromide). The product is C(C)(C)N1C2=C(C=CC=C2)N2C1=NC1=CC=CC=C1C2=O (6-Isopropylbenzimidazo[2,1-b]quinazolin-12(6H)one). Reaction SMILES: [CH:1]1[CH:10]=[CH:9][CH:8]=[C:7]2[C:2]=1[C:3](=[O:18])[N:4]1[C:13]3[CH:14]=[CH:15][CH:16]=[CH:17][C:12]=3[NH:11][C:5]1=[N:6]2.[CH:19](Br)([CH3:21])[CH3:20]>>[CH:19]([N:11]1[C:5]2=[N:6][C:7]3[C:2]([C:3](=[O:18])[N:4]2[C:13]2[CH:14]=[CH:15][CH:16]=[CH:17][C:12]1=2)=[CH:1][CH:10]=[CH:9][CH:8]=3)([CH3:21])[CH3:20]. Procedure details: 6-Isopropylbenzimidazo[2,1-b]quinazolin-12(6H)one is prepared with benzimidazo[2,1-b]quinazolin-12(6H)one and isopropyl bromide. Starting materials: CC1=CC=C(C=C1)S(=O)(=O)ON=C(C)C=1C=NC=CC1 (1-(3-pyridinyl)-ethanone O-[(4-methylphenyl) sulphonyl] oxime), C[O-].[Na+] (sodium methylate). Solvent: CO (methanol). The product is N=1CC1C=1C=NC=CC1 (3-(2H-azirin-3-yl)-pyridine). As a reaction SMILES: CC1C=CC(S(O[N:12]=[C:13]([C:15]2[CH:16]=[N:17][CH:18]=[CH:19][CH:20]=2)[CH3:14])(=O)=O)=CC=1.C[O-].[Na+]>CO>[N:12]1[CH2:14][C:13]=1[C:15]1[CH:16]=[N:17][CH:18]=[CH:19][CH:20]=1 |f:1.2|. Reported procedure: A more particular subject of the invention is a process characterized in that 1-(3-pyridinyl)-ethanone O-[(4-methylphenyl) sulphonyl] oxime is subjected to the action of methanol and sodium methylate in order to obtain 3-(2H-azirin-3-yl)-pyridine which is subjected to the action of oxalic acid in order to obtain β,β-dimethoxy-2-(3-pyridinyl)ethyl)-amine which is subjected to the action of formamide in order to obtain N-[β,β-dimethoxy-2-(3-pyridinyl)ethyl]-formamide which is subjected to a cycliz...